Dataset: the Open Reaction Database (ORD), a public repository of structured organic reaction records. Task: describe an organic reaction: reactants, conditions, products, and yield Starting materials: ClC1=C(C=C2C(C(=CN(C2=N1)C1=CC=CC=C1)C(=O)O)=O)F (7-chloro-1-phenyl-6-fluoro-1,4-dihydro-4-oxo-1,8-naphthyridine-3-carboxylic acid), C(C)(=O)N1CCNCC1 (N-acetylpiperazine). Yields the product Cl.C1(=CC=CC=C1)N1C=C(C(C2=CC(=C(N=C12)N1CC(CC1)N)F)=O)C(=O)O (1-phenyl-6-fluoro-1,4-dihydro-4-oxo-7-(3-amino-1-pyrrolidinyl)-1,8-naphthyridine-3-carboxylic acid hydrochloride salt). Reaction SMILES: [Cl:1][C:2]1[N:11]=[C:10]2[C:5]([C:6](=[O:21])[C:7]([C:18]([OH:20])=[O:19])=[CH:8][N:9]2[C:12]2[CH:17]=[CH:16][CH:15]=[CH:14][CH:13]=2)=[CH:4][C:3]=1[F:22].[C:23]([N:26]1CC[NH:29][CH2:28][CH2:27]1)(=O)[CH3:24]>>[ClH:1].[C:12]1([N:9]2[C:10]3[C:5](=[CH:4][C:3]([F:22])=[C:2]([N:26]4[CH2:23][CH2:24][CH:28]([NH2:29])[CH2:27]4)[N:11]=3)[C:6](=[O:21])[C:7]([C:18]([OH:20])=[O:19])=[CH:8]2)[CH:17]=[CH:16][CH:15]=[CH:14][CH:13]=1 |f:2.3|. Procedure: In the described fashion as Example 1(f) the above ester (III) reacting with N-acetylpiperazine can give the desired 1-p-fluorophenyl-6-fluoro-1,4-dihydro-4-oxo-7-(1-piperazinyl)-1,8-naphthyridine-3-carboxylic acid (I) ##STR28## and its hydrochloride salt.